This data is from the Open Reaction Database (ORD), a public repository of structured organic reaction records. The task is: describe an organic reaction: reactants, conditions, products, and yield Reactants: FC1=CC=C(C=C1)I (1-fluoro-4-iodobenzene), N1CC(CC1)O (pyrrolidin-3-ol), P(=O)([O-])([O-])[O-].[K+].[K+].[K+] (potassium phosphate), CN(C)CCO (N,N-dimethylaminoethanol). The reagents and catalysts are [Cu]I (copper (I) iodide), [Cu] (copper). The solvent is O1CCOCC1 (1,4-dioxane). Conditions: temperature 110 celsius, time 5 hour. Yields the product crude product, FC1=CC=C(C=C1)N1CC(CC1)O (1-(4-Fluorophenyl)pyrrolidin-3-ol). As a reaction SMILES: [F:1][C:2]1[CH:7]=[CH:6][C:5](I)=[CH:4][CH:3]=1.[NH:9]1[CH2:13][CH2:12][CH:11]([OH:14])[CH2:10]1.P([O-])([O-])([O-])=O.[K+].[K+].[K+].CN(CCO)C>[Cu]I.[Cu].O1CCOCC1>[F:1][C:2]1[CH:7]=[CH:6][C:5]([N:9]2[CH2:13][CH2:12][CH:11]([OH:14])[CH2:10]2)=[CH:4][CH:3]=1 |f:2.3.4.5|. Procedure: Under nitrogen atmosphere, a 1,4-dioxane suspension of 1-fluoro-4-iodobenzene (2.00 g, 9.01 mmol), pyrrolidin-3-ol (785 mg, 9.01 mmol), potassium phosphate (3.83 g, 18.0 mmol), copper (I) iodide (343 mg, 1.80 mmol), copper (114 mg, 1.80 mmol), and N,N-dimethylaminoethanol (100 mg) was stirred at 90° C. for 1 day and at 110° C. for 5 hours. After completion of the reaction, the reaction solution was filtered with Celite and the filtrate was concentrated under reduced pressure. To the residue, wat... Reactants: 4,5-his, COC(=O)C1=C(C(C=CC1)O[Si](C)(C)C)C(=O)OC ((trimethylsilyloxy)cyclohexa-1,4-diene-1,2-dicarboxylic acid dimethyl ester), C(C1=CC=CC=C1)OC1=CC=C(N)C=C1 (4-benzyloxyaniline). Solvent: C(C)(=O)O (acetic acid). Yields the product COC(C=1C(C(=O)OC)=CC(=C(C1)NC1=CC=C(C=C1)OCC1=CC=CC=C1)NC1=CC=C(C=C1)OCC1=CC=CC=C1)=O (4,5-Bis(4-benzyloxy-anilino)phthalic acid dimethyl ester). RXN SMILES: [CH3:1][O:2][C:3]([C:5]1[CH2:10][CH:9]=[CH:8][CH:7](O[Si](C)(C)C)[C:6]=1[C:16]([O:18][CH3:19])=[O:17])=[O:4].[CH2:20]([O:27][C:28]1[CH:34]=[CH:33][C:31]([NH2:32])=[CH:30][CH:29]=1)[C:21]1[CH:26]=[CH:25][CH:24]=[CH:23][CH:22]=1>C(O)(=O)C>[CH3:1][O:2][C:3](=[O:4])[C:5]1[C:6](=[CH:7][C:8]([NH:32][C:31]2[CH:30]=[CH:29][C:28]([O:27][CH2:20][C:21]3[CH:22]=[CH:23][CH:24]=[CH:25][CH:26]=3)=[CH:34][CH:33]=2)=[C:9]([NH:32][C:31]2[CH:30]=[CH:29][C:28]([O:27][CH2:20][C:21]3[CH:22]=[CH:23][CH:24]=[CH:25][CH:26]=3)=[CH:34][CH:33]=2)[CH:10]=1)[C:16]([O:18][CH3:19])=[O:17]. Reported procedure: A solution of 2.4 g (6 mmol) of 4,5-his (trimethylsilyloxy)cyclohexa-1,4-diene-1,2-dicarboxylic acid dimethyl ester (Example 1a) and 4.8 g (24 mmol) of 4-benzyloxyaniline in 24 ml of glacial acetic acid is boiled under reflux for 2 hours. The reaction mixture is cooled, the solvent is evaporated off and the dark-brown residue is dissolved in dichloromethane and the solution is washed in succession with 20 ml of 1N HCl, 50 ml of saturated NaHCO3 and twice with 20 ml of water, dried with sodium su... The reactants are ( 20 ), COC(C)(C)C (methyl-tert-butyl ether), O (water), C(C)(=O)OC(C(C)C)OC(=S)C (2-Methyl-1-methylthiocarbonyloxypropyl acetate). Solvent: CCCCCC (Hexane). Conditions: time 7 hour. Product: C(C)(=O)O[C@H](C(C)C)OC(=S)C ((1S)-2-Methyl-1-methylthiocarbonyloxypropyl acetate). Yield: 32.0%. As a reaction SMILES: COC(C)(C)C.O.[C:8]([O:11][CH:12]([O:16][C:17]([CH3:19])=[S:18])[CH:13]([CH3:15])[CH3:14])(=[O:10])[CH3:9]>CCCCCC>[C:8]([O:11][C@@H:12]([O:16][C:17]([CH3:19])=[S:18])[CH:13]([CH3:15])[CH3:14])(=[O:10])[CH3:9]. Procedure details: Twenty (20) mL of methyl-tert-butyl ether (MTBE) and 0.2 mL of water were shaken for 4 hrs until the solution was clear at which time 1 g of 2-methyl-1-methylthiocarbonyloxypropyl acetate (2f) was added, followed by 1.32 g of PLE/MPEG (60 mg/1 g). The mixture was shaken on an orbital shaker for 7 hrs. Hexane was added and the mixture was filtered through CELITE® 545 pad. The organic solution was washed with water, aqueous sodium bicarbonate (NaHCO3) solution and brine, and dried over anhydrous s... Reactants: OC1=CC=C(C=C1)SC(C(=O)OCC)C1=CC=C(C=C1)OC (ethyl [(4-hydroxyphenyl)sulfanyl](4-methoxyphenyl)acetate), BrCC#CC (4-bromo-2-butyne), yellow oil. The product is C(C)OC(C(C1=CC=C(C=C1)OC)SC1=CC=C(C=C1)OCC#CC)=O (Ethyl{[4-(2-butynyloxy)phenyl]sulfanyl}(4-methoxyphenyl)acetate). Isolated yield 96.0%. As a reaction SMILES: [OH:1][C:2]1[CH:7]=[CH:6][C:5]([S:8][CH:9]([C:15]2[CH:20]=[CH:19][C:18]([O:21][CH3:22])=[CH:17][CH:16]=2)[C:10]([O:12][CH2:13][CH3:14])=[O:11])=[CH:4][CH:3]=1.Br[CH2:24][C:25]#[C:26][CH3:27]>>[CH2:13]([O:12][C:10](=[O:11])[CH:9]([S:8][C:5]1[CH:6]=[CH:7][C:2]([O:1][CH2:24][C:25]#[C:26][CH3:27])=[CH:3][CH:4]=1)[C:15]1[CH:16]=[CH:17][C:18]([O:21][CH3:22])=[CH:19][CH:20]=1)[CH3:14]. Procedure: Ethyl{[4-(2-butynyloxy)phenyl]sulfanyl}(4-methoxyphenyl)acetate was prepared according to the general method as outlined in example 1 (step 1), starting from ethyl [(4-hydroxyphenyl)sulfanyl](4-methoxyphenyl)acetate (15.82 g, 49.7 mmol) and 4-bromo-2-butyne (4.79 ml, 54.7 mmol); 17.66 g yellow oil. Yield 96%; MS(EI): 370.1 (M+H)+ The reactants are FC(C(=O)O)(F)F (trifluoroacetic acid), COC(=O)C=1N=C(SC1)NC([C@H](CC1=CC=CC=C1)NC(C(C1=CC=C(C=C1)OCCOC)NC(=O)OC(C)(C)C)=O)=O (2-((S)-2-{2-tert-Butoxycarbonylamino-2-[4-(2-methoxy-ethoxy)-phenyl]-acetylamino}-3-phenyl-propionylamino)-thiazole-4-carboxylic acid methyl ester). The solvent is ClCCl (dichloromethane). Run at time 1 hour. Product: COC(=O)C=1N=CSC1 (thiazole-4-carboxylic acid methyl ester). RXN SMILES: [CH3:1][O:2][C:3]([C:5]1[N:6]=[C:7](NC(=O)[C@@H](NC(=O)C(NC(OC(C)(C)C)=O)C2C=CC(OCCOC)=CC=2)CC2C=CC=CC=2)[S:8][CH:9]=1)=[O:4].FC(F)(F)C(O)=O>ClCCl>[CH3:1][O:2][C:3]([C:5]1[N:6]=[CH:7][S:8][CH:9]=1)=[O:4]. Reported procedure: 2-((S)-2-{2-tert-Butoxycarbonylamino-2-[4-(2-methoxy-ethoxy)-phenyl]-acetylamino}-3-phenyl-propionylamino)-thiazole-4-carboxylic acid methyl ester (a mixture of two epimers, R/S=85:15) (0.21 g, 0.343 mmol) was dissolved into dry dichloromethane (20 mL) and trifluoroacetic acid (2 mL, 26 mmol) was added. The reaction mixture was stirred at room temperature for 1 hour. The mixture was concentrated to dryness. The residue was cooled in an ice bath, then neutralized with saturated aqueous sodium bic... The reactants are CS(=O)(=O)OC[C@H](OC1OCCCC1)C1=CC(=CC=C1)Cl ((R)-2-(3-chlorophenyl)-2-(3,4,5,6-tetrahydro-[2H]-pyran-2-yloxy)ethyl methanesulfonate), Cl (hydrochloric acid). Run in CO (methanol). Reaction conditions: time 3 hour. The product is CS(=O)(=O)OC[C@H](O)C1=CC(=CC=C1)Cl ((R)-2-(3-chlorophenyl)-2-hydroxyethyl Methanesulfonate). Reaction SMILES: [CH3:1][S:2]([O:5][CH2:6][C@@H:7]([C:15]1[CH:20]=[CH:19][CH:18]=[C:17]([Cl:21])[CH:16]=1)[O:8]C1CCCCO1)(=[O:4])=[O:3].Cl>CO>[CH3:1][S:2]([O:5][CH2:6][C@@H:7]([C:15]1[CH:20]=[CH:19][CH:18]=[C:17]([Cl:21])[CH:16]=1)[OH:8])(=[O:3])=[O:4]. Procedure: Into methanol (10 ml) were added (R)-2-(3-chlorophenyl)-2-(3,4,5,6-tetrahydro-[2H]-pyran-2-yloxy)ethyl methanesulfonate (3.0 g) and hydrochloric acid (0.11 g), and the resulting mixture was stirred at room temperature for 3 hours. The reaction mixture was neutralized, concentrated, and ethyl acetate and water were added to the resulting residue. The organic layer was collected by layer separation, washed with a saturated aqueous sodium chloride solution and dried with anhydrous magnesium sulfate... Starting materials: C(C1=CC=CC=C1)(=O)[O-].[Na+] (sodium benzoate), C(C)OC(CBr)OCC (bromoacetaldehyde diethyl acetal), CN(C=O)C (N,N-dimethylformamide), 2-L. Run in O (water). Product: C(C)OC(COCC1=CC=CC=C1)OCC (2-(benzyloxy)acetaldehyde diethyl acetal). Isolated yield 94.8%. RXN SMILES: [C:1]([O-:9])(=O)[C:2]1[CH:7]=[CH:6][CH:5]=[CH:4][CH:3]=1.[Na+].[CH2:11]([O:13][CH:14]([O:17][CH2:18][CH3:19])[CH2:15]Br)[CH3:12].CN(C)C=O>O>[CH2:11]([O:13][CH:14]([O:17][CH2:18][CH3:19])[CH2:15][O:9][CH2:1][C:2]1[CH:3]=[CH:4][CH:5]=[CH:6][CH:7]=1)[CH3:12] |f:0.1|. Procedure details: To a 2-L, three-necked, round-bottomed flask fitted with a mechanical stirrer, a reflux condenser and a glass stopper is added sodium benzoate (0.579 mol, 83.44 g, 1.1 equiv.), bromoacetaldehyde diethyl acetal (0.526 mol, 103.74 g, 1.0 equiv.) and N,N-dimethylformamide (1.0 L). The reaction was heated to reflux and stirred while monitoring progress by thin layer chromatography (TLC). When determined to be complete, the reaction was allowed to cool to ambient temperature and diluted with water (2...